Dataset: the Open Reaction Database (ORD), a public repository of structured organic reaction records. Task: describe an organic reaction: reactants, conditions, products, and yield The reactants are O=CC1Cc2ccc(Cl)cc2C1, Cl, Cc1nc2cc(C#N)ccc2n1C1CCC(N)CC1. Product: Cc1nc2cc(C#N)ccc2n1C1CCC(NCC2Cc3ccc(Cl)cc3C2)CC1. RXN SMILES: [Cl:21][c:22]1[cH:23][c:24]2[c:28]([cH:29][cH:30]1)[CH2:27][CH:26]([CH:31]=[O:32])[CH2:25]2.[ClH:1].[NH2:2][CH:3]1[CH2:4][CH2:5][CH:6]([n:9]2[c:10]([CH3:20])[n:11][c:12]3[c:13]2[cH:14][cH:15][c:16]([C:18]#[N:19])[cH:17]3)[CH2:7][CH2:8]1>>[NH:2]([CH:3]1[CH2:4][CH2:5][CH:6]([n:9]2[c:10]([CH3:20])[n:11][c:12]3[c:13]2[cH:14][cH:15][c:16]([C:18]#[N:19])[cH:17]3)[CH2:7][CH2:8]1)[CH2:31][CH:26]1[CH2:25][c:24]2[cH:23][c:22]([Cl:21])[cH:30][cH:29][c:28]2[CH2:27]1. The reactants are O=C([O-])[O-], FC(F)(F)c1ccc(CBr)cc1, [K+], [K+], CN(C)C=O, O, O=CC1=Cc2cc(O)ccc2OC1. Product: O=CC1=Cc2cc(OCc3ccc(C(F)(F)F)cc3)ccc2OC1. As a reaction SMILES: [C:14](=[O:15])([O-:16])[O-:17].[F:20][C:21]([c:22]1[cH:23][cH:24][c:25]([CH2:26][Br:27])[cH:28][cH:29]1)([F:30])[F:31].[K+:18].[K+:19].[O:32]=[CH:33][N:34]([CH3:35])[CH3:36].[OH2:37].[OH:1][c:2]1[cH:3][cH:4][c:5]2[c:6]([cH:13]1)[CH:7]=[C:8]([CH:11]=[O:12])[CH2:9][O:10]2>>[O:1]([c:2]1[cH:3][cH:4][c:5]2[c:6]([cH:13]1)[CH:7]=[C:8]([CH:11]=[O:12])[CH2:9][O:10]2)[CH2:26][c:25]1[cH:24][cH:23][c:22]([C:21]([F:20])([F:30])[F:31])[cH:29][cH:28]1. Starting materials: FC1=C(C(=O)O)C=CC=C1 (2-fluorobenzoic acid), C(=O)(N1C=NC=C1)N1C=NC=C1 (1,1′-carbonylbis-1H-imidazole), Cl (hydrochloric acid), [Mg+].C(CC(=O)[O-])(=O)OCC (monoethyl malonate magnesium salt). Run in O1CCCC1 (tetrahydrofuran), O (water), C(C)(=O)OCC (Ethyl acetate). Conditions: time 30 minute. Product: FC1=C(C=CC=C1)C(CC(=O)OCC)=O (ethyl 3-(2-fluorophenyl)-3-oxopropionate). Isolated yield 160.3%. Reaction SMILES: [F:1][C:2]1[CH:10]=[CH:9][CH:8]=[CH:7][C:3]=1[C:4]([OH:6])=O.C(N1C=CN=C1)(N1C=CN=C1)=O.[Mg+].[C:24]([O:30][CH2:31][CH3:32])(=[O:29])[CH2:25]C([O-])=O.Cl>O1CCCC1.O.C(OCC)(=O)C>[F:1][C:2]1[CH:10]=[CH:9][CH:8]=[CH:7][C:3]=1[C:4](=[O:6])[CH2:25][C:24]([O:30][CH2:31][CH3:32])=[O:29] |f:2.3|. Procedure details: To a solution of 2-fluorobenzoic acid (25.3 g, 181 mmol) in tetrahydrofuran (300 ml) was added 1,1′-carbonylbis-1H-imidazole (32.2 g, 198 mmol) and the mixture was stirred at room temperature for 30 min. To the reaction solution was added monoethyl malonate magnesium salt (27.1 g, 94.7 mmol) and the mixture was heated under reflux for 30 min. Ethyl acetate (50 ml) and water (50 ml) were added to the reaction solution, and conc. hydrochloric acid was added until the aqueous layer showed acidic pH... Reactants: CC(C1=CC=CC=C1)Cl (α-methylbenzyl chloride), CN(C1=CC=CC=C1)C (N,N-dimethylaniline), F[Sb-](F)(F)(F)(F)F.[Na+] (sodium hexafluoroantimonate). Run in CO (methanol). Yields the product F[Sb-](F)(F)(F)(F)F.CC(C1=CC=CC=C1)[N+](C1=CC=CC=C1)(C)C (N-α-methylbenzyl-N,N-dimethylanilinium hexafluoroantimonate). RXN SMILES: [CH3:1][CH:2](Cl)[C:3]1[CH:8]=[CH:7][CH:6]=[CH:5][CH:4]=1.[CH3:10][N:11]([CH3:18])[C:12]1[CH:17]=[CH:16][CH:15]=[CH:14][CH:13]=1.[F:19][Sb-:20]([F:25])([F:24])([F:23])([F:22])[F:21].[Na+]>CO>[F:19][Sb-:20]([F:25])([F:24])([F:23])([F:22])[F:21].[CH3:1][CH:2]([N+:11]([CH3:18])([CH3:10])[C:12]1[CH:17]=[CH:16][CH:15]=[CH:14][CH:13]=1)[C:3]1[CH:8]=[CH:7][CH:6]=[CH:5][CH:4]=1 |f:2.3,5.6|. Reported procedure: 4.218 g (0.03 mol) of α-methylbenzyl chloride and 3.638 g (0.03 mol) of N,N-dimethylaniline were reacted in 40 ml of methanol at 40° C. for 3 days. After the reaction, the solvent was evaporated in vacuo and ether-water was added to the residue to extract unreacted reactants in the etherial layer. To the aqueous layer was added 7.77 g (0.03 mol) of sodium hexafluoroantimonate. The resulting crystals were suction filtered, washed and dried to give the title compound. The reactants are COC(=O)C=1C=C2C(=CC(NC2=CC1)(C)C)C (1,2-dihydro-2,2,4-trimethylquinoline-6-carboxylic acid methyl ester), N,N-dimethylaminopyridine, C(C)(=O)OC(C)=O (acetic anhydride). Yields the product COC(=O)C=1C=C2C(=CC(N(C2=CC1)C(C)=O)(C)C)C (1-Acetyl-1,2-dihydro-2,2,4-trimethylquinoline-6-carboxylic acid methyl ester). As a reaction SMILES: [CH3:1][O:2][C:3]([C:5]1[CH:6]=[C:7]2[C:12](=[CH:13][CH:14]=1)[NH:11][C:10]([CH3:16])([CH3:15])[CH:9]=[C:8]2[CH3:17])=[O:4].[C:18](OC(=O)C)(=[O:20])[CH3:19]>>[CH3:1][O:2][C:3]([C:5]1[CH:6]=[C:7]2[C:12](=[CH:13][CH:14]=1)[N:11]([C:18](=[O:20])[CH3:19])[C:10]([CH3:16])([CH3:15])[CH:9]=[C:8]2[CH3:17])=[O:4]. Reported procedure: A mixture of 1,2-dihydro-2,2,4-trimethylquinoline-6-carboxylic acid methyl ester (2.3 g) and a catalytic amount of N,N-dimethylaminopyridine in acetic anhydride (60 ml) was stirred at 100° C. for 18 h. The reaction mixture was concentrated in vacuo, the residue was dissolved in ethyl acetate and washed with water and brine. The organic layer was dried (MgSO4) and concentrated in vacuo. The residue was chromatographed on silicagel in heptane/ethyl acetate=1/11/9 (v/v) as eluent.